Dataset: the Open Reaction Database (ORD), a public repository of structured organic reaction records. Task: describe an organic reaction: reactants, conditions, products, and yield Starting materials: CC(=O)N1c2ccc(O)cc2C(C)(c2ccccc2)CC1(C)C, CC(C)(C)CC(=O)Cl, CCN(C(C)C)C(C)C, C1CCOC1. The product is CC(=O)N1c2ccc(OC(=O)CC(C)(C)C)cc2C(C)(c2ccccc2)CC1(C)C. Reaction SMILES: [C:1]([CH3:2])(=[O:3])[N:4]1[C:5]([CH3:22])([CH3:23])[CH2:6][C:7]([CH3:15])([c:16]2[cH:17][cH:18][cH:19][cH:20][cH:21]2)[c:8]2[cH:9][c:10]([OH:14])[cH:11][cH:12][c:13]21.[C:24]([CH3:25])([CH3:26])([CH3:27])[CH2:28][C:29](=[O:30])[Cl:31].[CH:32]([N:33]([CH2:34][CH3:35])[CH:36]([CH3:37])[CH3:38])([CH3:39])[CH3:40].[O:41]1[CH2:42][CH2:43][CH2:44][CH2:45]1>>[C:1]([CH3:2])(=[O:3])[N:4]1[C:5]([CH3:22])([CH3:23])[CH2:6][C:7]([CH3:15])([c:16]2[cH:17][cH:18][cH:19][cH:20][cH:21]2)[c:8]2[cH:9][c:10]([O:14][C:29]([CH2:28][C:24]([CH3:25])([CH3:26])[CH3:27])=[O:30])[cH:11][cH:12][c:13]21. Product: Cc1ccc(S(=O)(=O)Cl)cn1. Reactants: Cc1ccc(N)cn1, Cl, [Cu+2], O=N[O-], [Na+], [Na+], O, O=S([O-])O, O=S(=O)([O-])[O-]. Reaction SMILES: [CH3:1][c:2]1[cH:3][cH:4][c:5]([NH2:8])[cH:6][n:7]1.[ClH:9].[Cu+2:25].[N:10]([O-:11])=[O:12].[Na+:13].[Na+:18].[OH2:19].[S:14](=[O:15])([OH:16])[O-:17].[S:20]([O-:21])([O-:22])(=[O:23])=[O:24]>>[CH3:1][c:2]1[cH:3][cH:4][c:5]([S:14]([Cl:9])(=[O:15])=[O:17])[cH:6][n:7]1. Starting materials: O.O.[Sn](Cl)Cl (tin(II) chloride dihydrate), ClC=1SC2=C(N1)C=CC(=C2)OC (2-chloro-6-methoxybenzothiazole), C(CCC)[Sn](C1=C(C=C(C=C1)OC)[N+](=O)[O-])(CCCC)CCCC (tributyl(4-methoxy-2-nitrophenyl)tin), COC1=CC2=C(N=C(S2)C2=C(C=C(C=C2)OC)[N+](=O)[O-])C=C1 (6-methoxy-2-(4-methoxy-2-nitrophenyl)benzothiazole), N (ammonia). The solvent is C(C)O (ethanol), Cl (hydrochloric acid). Run at time 7 hour. Yields the product COC=1C=CC(=C(C1)N)C=1SC2=C(N1)C=CC(=C2)OC (5-Methoxy-2-(6-methoxybenzothiazol-2-yl)phenylamine). The yield is 75.5%. Reaction SMILES: ClC1SC2C=C(OC)C=CC=2N=1.C([Sn](CCCC)(CCCC)C1C=CC(OC)=CC=1[N+]([O-])=O)CCC.[CH3:37][O:38][C:39]1[CH:58]=[CH:57][C:42]2[N:43]=[C:44]([C:46]3[CH:51]=[CH:50][C:49]([O:52][CH3:53])=[CH:48][C:47]=3[N+:54]([O-])=O)[S:45][C:41]=2[CH:40]=1.O.O.[Sn](Cl)Cl.N>C(O)C.Cl>[CH3:53][O:52][C:49]1[CH:50]=[CH:51][C:46]([C:44]2[S:45][C:41]3[CH:40]=[C:39]([O:38][CH3:37])[CH:58]=[CH:57][C:42]=3[N:43]=2)=[C:47]([NH2:54])[CH:48]=1 |f:3.4.5|. Reported procedure: Synthesized from 2-chloro-6-methoxybenzothiazole and tributyl(4-methoxy-2-nitrophenyl)tin according to an analogous synthetic method to Preparation Example 77, to a suspension of the resulting 6-methoxy-2-(4-methoxy-2-nitrophenyl)benzothiazole (695 mg) in ethanol (10 ml) and concentrated hydrochloric acid (2 ml) was added tin(II) chloride dihydrate (1.3 g), and the solution was stirred for 7 hours at room temperature. The solution was neutralized with ammonia solution on an ice bath, then filter...